Dataset: the Open Reaction Database (ORD), a public repository of structured organic reaction records. Task: describe an organic reaction: reactants, conditions, products, and yield The reactants are CO, O=[N+]([O-])c1ccc(C(F)(F)F)c(Cl)c1, O, O, Cl[Sn]Cl. As a reaction SMILES: [CH3:20][OH:21].[Cl:6][c:7]1[c:8]([C:16]([F:17])([F:18])[F:19])[cH:9][cH:10][c:11]([N+:13]([O-:14])=[O:15])[cH:12]1.[OH2:1].[OH2:2].[Sn:3]([Cl:4])[Cl:5]>>[Cl:6][c:7]1[c:8]([C:16]([F:17])([F:18])[F:19])[cH:9][cH:10][c:11]([NH2:13])[cH:12]1. The product is Nc1ccc(C(F)(F)F)c(Cl)c1. Reactants: N(=NC1=CC=CC=C1)C1=CC=CC=C1 (azobenzene), [OH-].[Na+] (sodium hydroxide), [N+](=O)([O-])C1=C(C=CC(=C1)Cl)N=NC1=C(C(=CC(=C1)C)C(C)(C)C)O (2-nitro-4-chloro-2'-hydroxy-3'-t-butyl-5'-methylazobenzene), resultant solution, ClC=1C(C2=CC=CC=C2C(C1Cl)=O)=O (2,3-dichloro-1,4-naphthoquinone), C1=CC=CC=2C3=CC=CC=C3C(C12)=O (9-fluorenone), O=C[C@H](O)[C@@H](O)[C@H](O)[C@H](O)CO (Glucose), resultant mixture. Solvent: CO (methanol), O (water). Yields the product OC1=C(C=C(C=C1C(C)(C)C)C)N1N=C2C(=[N+]1[O-])C=CC(=C2)Cl (2-(2-hydroxy-3-t-butyl-5-methylphenyl)-5-chlorobenzotriazole-N-oxide). Reaction SMILES: [OH-].[Na+].[N+:3]([C:6]1[CH:11]=[C:10]([Cl:12])[CH:9]=[CH:8][C:7]=1[N:13]=[N:14][C:15]1[CH:20]=[C:19]([CH3:21])[CH:18]=[C:17]([C:22]([CH3:25])([CH3:24])[CH3:23])[C:16]=1[OH:26])([O-])=O.ClC1C(=O)C2C(C(=[O:39])C=1Cl)=CC=CC=2.C1C2C(=O)C3C(=CC=CC=3)C=2C=CC=1.O=C[C@@H]([C@H]([C@@H]([C@@H](CO)O)O)O)O.N(C1C=CC=CC=1)=NC1C=CC=CC=1>CO.O>[OH:26][C:16]1[C:17]([C:22]([CH3:25])([CH3:24])[CH3:23])=[CH:18][C:19]([CH3:21])=[CH:20][C:15]=1[N:14]1[N+:13]([O-:39])=[C:7]2[CH:8]=[CH:9][C:10]([Cl:12])=[CH:11][C:6]2=[N:3]1 |f:0.1|. Procedure details: Example 4 from U.S. Pat. No. 4,835,284 is duplicated. 97% sodium hydroxide (8.2 g) is added and dissolved in a mixture of methanol (60 ml) and water (20 ml). 2-nitro-4-chloro-2'-hydroxy-3'-t-butyl-5'-methylazobenzene (11.6 g) is then added to the resultant solution at 50° to 60° C. over 30 minutes while stirring, and thereafter 2,3-dichloro-1,4-naphthoquinone (0.3 g) and 9-fluorenone (0.4 g) are added to the solution. Glucose (8 g) is then added to the resultant mixture at 40° to 50° C. over two... The reactants are CCOC(C)=O, O=C(OCc1ccccc1)N1CCN(C(=O)OC2CCC2)CC1, [H][H]. Yields the product O=C(OC1CCC1)N1CCNCC1. Reaction SMILES: [CH3:26][CH2:27][O:28][C:29](=[O:30])[CH3:31].[CH:1]1([O:5][C:6](=[O:7])[N:8]2[CH2:9][CH2:10][N:11]([C:14]([O:15][CH2:16][c:17]3[cH:18][cH:19][cH:20][cH:21][cH:22]3)=[O:23])[CH2:12][CH2:13]2)[CH2:2][CH2:3][CH2:4]1.[H:24][H:25]>>[CH:1]1([O:5][C:6](=[O:7])[N:8]2[CH2:9][CH2:10][NH:11][CH2:12][CH2:13]2)[CH2:2][CH2:3][CH2:4]1.